Task: describe an organic reaction: reactants, conditions, products, and yield. Dataset: the Open Reaction Database (ORD), a public repository of structured organic reaction records Starting materials: [Al+3], CCOC(C)=O, CCc1c(-c2ccc(OC)cc2)c2ccc3cccc1n32, CCS, CCOC(C)=O, [Cl-], [Cl-], [Cl-], ClCCl, Cl, C1CCOC1, O, Cc1ccccc1. The product is CCc1c(-c2ccc(O)cc2)c2ccc3cccc1n32. Reaction SMILES: [Al+3:23].[C:33]([O:34][CH2:35][CH3:36])(=[O:37])[CH3:38].[CH2:1]([CH3:2])[c:3]1[c:4](-[c:14]2[cH:15][cH:16][c:17]([O:20][CH3:21])[cH:18][cH:19]2)[c:5]2[n:6]3[c:7]([cH:8][cH:9][cH:10][c:11]13)[cH:12][cH:13]2.[CH2:26]([SH:27])[CH3:28].[CH3:46][CH2:47][O:48][C:49](=[O:50])[CH3:51].[Cl-:22].[Cl-:24].[Cl-:25].[Cl:30][CH2:31][Cl:32].[ClH:29].[O:53]1[CH2:54][CH2:55][CH2:56][CH2:57]1.[OH2:52].[c:39]1([CH3:40])[cH:41][cH:42][cH:43][cH:44][cH:45]1>>[CH2:1]([CH3:2])[c:3]1[c:4](-[c:14]2[cH:15][cH:16][c:17]([OH:20])[cH:18][cH:19]2)[c:5]2[n:6]3[c:7]([cH:8][cH:9][cH:10][c:11]13)[cH:12][cH:13]2.